This data is from the Open Reaction Database (ORD), a public repository of structured organic reaction records. The task is: describe an organic reaction: reactants, conditions, products, and yield Reactants: C(CC)C1=NNC(C=2N1C=NC2)=O (4-n-propyl-imidazo[1,5-d]-as-triazin-1(2H)-one), C[O-].[Na+] (sodium methoxide), Cl (hydrochloric acid), C(C=C)Br (allyl bromide). The solvent is CN(C=O)C (dimethylformamide), C(Cl)(Cl)Cl (chloroform). Reaction conditions: temperature 20 celsius, time 16 hour. Product: C(C=C)N1NC(C=2N(C1CCC)C=NC2)=O (3-N-Allyl-4-n-propyl-imidazo[1,5-d]-as-triazin-1(2H)-one). Reaction SMILES: [CH2:1]([C:4]1[N:9]2[CH:10]=[N:11][CH:12]=[C:8]2[C:7](=[O:13])[NH:6][N:5]=1)[CH2:2][CH3:3].C[O-].[Na+].[CH2:17](Br)[CH:18]=[CH2:19].Cl>CN(C)C=O.C(Cl)(Cl)Cl>[CH2:19]([N:5]1[CH:4]([CH2:1][CH2:2][CH3:3])[N:9]2[CH:10]=[N:11][CH:12]=[C:8]2[C:7](=[O:13])[NH:6]1)[CH:18]=[CH2:17] |f:1.2|. Procedure details: To a solution of 4-n-propyl-imidazo[1,5-d]-as-triazin-1(2H)-one (0.01 mol) in dimethylformamide (50 ml) is added sodium methoxide (0.01 mol) followed by the addition of allyl bromide (0.012 mol). The reaction mixture is stirred at 20° C. for 16 hours, then heated at 40° C. for 45 minutes, cooled and poured on a mixture of ice and dilute hydrochloric acid. The product is isolated by extraction with chloroform and evaporation. It is purified by recrystallization from cyclohexane or a cyclohexane-b... Reactants: CC(C)(C)O, N#Cc1cc(-c2[nH]c3cccnc3c2-c2ccc(F)cc2)ccn1, [K+], [OH-]. Yields the product NC(=O)c1cc(-c2[nH]c3cccnc3c2-c2ccc(F)cc2)ccn1. As a reaction SMILES: [C:27]([OH:28])([CH3:29])([CH3:30])[CH3:31].[F:1][c:2]1[cH:3][cH:4][c:5](-[c:8]2[c:9](-[c:17]3[cH:18][c:19]([C:23]#[N:24])[n:20][cH:21][cH:22]3)[nH:10][c:11]3[c:12]2[n:13][cH:14][cH:15][cH:16]3)[cH:6][cH:7]1.[K+:26].[OH-:25]>>[F:1][c:2]1[cH:3][cH:4][c:5](-[c:8]2[c:9](-[c:17]3[cH:18][c:19]([C:23]([NH2:24])=[O:25])[n:20][cH:21][cH:22]3)[nH:10][c:11]3[c:12]2[n:13][cH:14][cH:15][cH:16]3)[cH:6][cH:7]1. Reactants: NC1=NC(=CC(N1)=O)C (2-amino-6-methyl-4-pyrimidinone), CC(C)([O-])C.[K+] (potassium t-butoxide), BrCC1OCCO1 (2-bromomethyl-1,3-dioxolane). The solvent is CN(C=O)C (dimethylformamide). Conditions: time 10 minute. Yields the product O1C(OCC1)COC1=NC(=NC(=C1)OC)N (4-(1,3-Dioxolan-2-ylmethoxy)-6-methoxy-2-pyrimidinamine). Yield: 16.9%. Reaction SMILES: [NH2:1][C:2]1[NH:7][C:6](=[O:8])[CH:5]=[C:4](C)[N:3]=1.C[C:11](C)([O-:13])C.[K+].Br[CH2:17][CH:18]1[O:22][CH2:21][CH2:20][O:19]1>CN(C)C=O>[O:19]1[CH2:20][CH2:21][O:22][CH:18]1[CH2:17][O:8][C:6]1[CH:5]=[C:4]([O:13][CH3:11])[N:3]=[C:2]([NH2:1])[N:7]=1 |f:1.2|. Procedure details: A solution of 8.5 g (0.060 mol) 2-amino-6-methyl-4-pyrimidinone in 45 mL anhydrous dimethylformamide (DMF) was treated with 6.7 g (0.060 mol) potassium t-butoxide then stirred for 10 minutes at ambient temperature. Subsequently, 7.6 mL (0.073 mol) of 2-bromomethyl-1,3-dioxolane was added and the mixture heated to 120° for 3 hours. The DMF was then evaporated under reduced pressure and the residue partitioned between water and ethyl acetate. The aqueous phase was extracted with two additional por...